This data is from the Open Reaction Database (ORD), a public repository of structured organic reaction records. The task is: describe an organic reaction: reactants, conditions, products, and yield The product is CCCNc1cc(OC)cc2c1CC(C)O2. Starting materials: [Al+3], [Al], CCOCC, CCC(=O)Nc1cc(OC)cc2c1CC(C)O2, [H-], [H-], [H-], [H-], [Li+], O, c1ccccc1. RXN SMILES: [Al+3:25].[Al:30].[CH2:32]([O:33][CH2:34][CH3:35])[CH3:36].[CH3:1][O:2][c:3]1[cH:4][c:5]2[c:6]([c:11]([NH:13][C:14]([CH2:15][CH3:16])=[O:17])[cH:12]1)[CH2:7][CH:8]([CH3:10])[O:9]2.[H-:24].[H-:27].[H-:28].[H-:29].[Li+:26].[OH2:31].[cH:18]1[cH:19][cH:20][cH:21][cH:22][cH:23]1>>[CH3:1][O:2][c:3]1[cH:4][c:5]2[c:6]([c:11]([NH:13][CH2:14][CH2:15][CH3:16])[cH:12]1)[CH2:7][CH:8]([CH3:10])[O:9]2. Starting materials: O[C@H](C)[C@@H]1[C@H]2CC(=C(N2C1=O)C(=O)O)C1CNCC1 ((5R,6S)-6-[(1R)-1-hydroxyethyl]-7-oxo-3-(pyrrolidin-3-yl)-1-azabicyclo[3.2.0]hept-2-ene-2-carboxylic acid), C([O-])([O-])=O.[K+].[K+] (potassium carbonate), Cl (hydrochloric acid), C([O-])([O-])=O.[K+].[K+] (potassium carbonate), Cl.C(C)(OCC)=N (ethyl acetimidate hydrochloride). Solvent: P(=O)([O-])([O-])[O-] (phosphate). Reaction conditions: temperature 0 celsius, time 10 minute. Product: C(C)(=N)N1CC(CC1)C1=C(N2C([C@@H]([C@H]2C1)[C@@H](C)O)=O)C(=O)O ((5R,6S)-3-(1-acetimidoylpyrrolidin-3-yl)-6-[(1R)-1-hydroxyethyl]-7-oxo-1-azabicyclo[3.2.0]hept-2-ene-2-carboxylic acid). Yield: 38.5%. As a reaction SMILES: [OH:1][C@@H:2]([C@H:4]1[C:10](=[O:11])[N:9]2[C@@H:5]1[CH2:6][C:7]([CH:15]1[CH2:19][CH2:18][NH:17][CH2:16]1)=[C:8]2[C:12]([OH:14])=[O:13])[CH3:3].C(=O)([O-])[O-].[K+].[K+].Cl.[C:27](=[NH:32])(OCC)[CH3:28].Cl>P([O-])([O-])([O-])=O>[C:27]([N:17]1[CH2:18][CH2:19][CH:15]([C:7]2[CH2:6][C@H:5]3[N:9]([C:10](=[O:11])[C@@H:4]3[C@H:2]([OH:1])[CH3:3])[C:8]=2[C:12]([OH:14])=[O:13])[CH2:16]1)(=[NH:32])[CH3:28] |f:1.2.3,4.5|. Reported procedure: A solution of (5R,6S)-6-[(1R)-1-hydroxyethyl]-7-oxo-3-(pyrrolidin-3-yl)-1-azabicyclo[3.2.0]hept-2-ene-2-carboxylic acid (180 mg) in phosphate buffer solution (pH was adjusted to around pH 8.5 with 30% aqueous potassium carbonate at 0° C. To the solution was added four portions of ethyl acetimidate hydrochloride (835 mg), while adjusting pH to around 8.5 with j0% aqueous potassium carbonate. After stirring for 10 minutes at 0° C., the solution was adjusted to around pH 7.0 with 1N hydrochloric ac...